Dataset: the Open Reaction Database (ORD), a public repository of structured organic reaction records. Task: describe an organic reaction: reactants, conditions, products, and yield Reactants: BrC1=C2C=NNC2=CC=C1 (4-Bromo-1H-indazole), CC1(OB(OC1(C)C)C1=CC2=C(N=C(S2)NC(C)=O)C=C1)C (N-(6-(4,4,5,5-tetramethyl-1,3,2-dioxaborolan-2-yl)benzo[d]thiazol-2-yl)acetamide), C([O-])([O-])=O.[Na+].[Na+] (sodium carbonate). Reagents/catalysts: C=1C=CC(=CC1)[P](C=2C=CC=CC2)(C=3C=CC=CC3)[Pd]([P](C=4C=CC=CC4)(C=5C=CC=CC5)C=6C=CC=CC6)([P](C=7C=CC=CC7)(C=8C=CC=CC8)C=9C=CC=CC9)[P](C=1C=CC=CC1)(C=1C=CC=CC1)C=1C=CC=CC1 (tetrakis(triphenylphosphine)palladium(0)). Run in O1CCOCC1 (1,4-dioxane). Conditions: temperature 95 celsius, time 8 hour. The product is N1N=CC2=C(C=CC=C12)C1=CC2=C(N=C(S2)NC(C)=O)C=C1 (N-(6-(1H-indazol-4-yl)benzo[d]thiazol-2-yl)acetamide). Reaction SMILES: Br[C:2]1[CH:10]=[CH:9][CH:8]=[C:7]2[C:3]=1[CH:4]=[N:5][NH:6]2.CC1(C)C(C)(C)OB([C:19]2[CH:31]=[CH:30][C:22]3[N:23]=[C:24]([NH:26][C:27](=[O:29])[CH3:28])[S:25][C:21]=3[CH:20]=2)O1.C(=O)([O-])[O-].[Na+].[Na+]>O1CCOCC1.C1C=CC([P]([Pd]([P](C2C=CC=CC=2)(C2C=CC=CC=2)C2C=CC=CC=2)([P](C2C=CC=CC=2)(C2C=CC=CC=2)C2C=CC=CC=2)[P](C2C=CC=CC=2)(C2C=CC=CC=2)C2C=CC=CC=2)(C2C=CC=CC=2)C2C=CC=CC=2)=CC=1>[NH:6]1[C:7]2[C:3](=[C:2]([C:19]3[CH:31]=[CH:30][C:22]4[N:23]=[C:24]([NH:26][C:27](=[O:29])[CH3:28])[S:25][C:21]=4[CH:20]=3)[CH:10]=[CH:9][CH:8]=2)[CH:4]=[N:5]1 |f:2.3.4,^1:48,50,69,88|. Procedure details: 4-Bromo-1H-indazole (96.8 mg, 0.491 mmol), N-(6-(4,4,5,5-tetramethyl-1,3,2-dioxaborolan-2-yl)benzo[d]thiazol-2-yl)acetamide (193.2 mg, 6.072 mmol), and tetrakis(triphenylphosphine)palladium(0) (51.5 mg, 44.6 μmol) were suspended in 1,4-dioxane (2.0 mL) and sodium carbonate (0.50 mL, 2M in water, 1.0 mmol) was added. The flask was fit with a reflux condensor and placed in a preheated oil bath (95° C.) and stirred under nitrogen overnight. The mixture was then cooled to RT and filtered through a p... Starting materials: CCCCc1nc2cccc(C(=O)OCC)c2n1Cc1ccc(-c2ccccc2-c2nnn[nH]2)cc1, CCOC(C)=O, O=CO, [H-], [Na+], OCCO. The product is CCCCc1nc2cccc(C(=O)OCCO)c2n1Cc1ccc(-c2ccccc2-c2nnn[nH]2)cc1. RXN SMILES: [CH2:1]([CH2:2][CH2:3][CH3:4])[c:5]1[n:6][c:7]2[c:8]([n:9]1[CH2:10][c:11]1[cH:12][cH:13][c:14](-[c:17]3[c:18](-[c:23]4[n:24][n:25][n:26][nH:27]4)[cH:19][cH:20][cH:21][cH:22]3)[cH:15][cH:16]1)[c:28]([C:32](=[O:33])[O:34][CH2:35][CH3:36])[cH:29][cH:30][cH:31]2.[CH3:46][CH2:47][O:48][C:49](=[O:50])[CH3:51].[CH:39](=[O:40])[OH:41].[H-:37].[Na+:38].[OH:42][CH2:43][CH2:44][OH:45]>>[CH2:1]([CH2:2][CH2:3][CH3:4])[c:5]1[n:6][c:7]2[c:8]([n:9]1[CH2:10][c:11]1[cH:12][cH:13][c:14](-[c:17]3[c:18](-[c:23]4[nH:24][n:25][n:26][n:27]4)[cH:19][cH:20][cH:21][cH:22]3)[cH:15][cH:16]1)[c:28]([C:32](=[O:33])[O:34][CH2:35][CH2:36][OH:40])[cH:29][cH:30][cH:31]2. Starting materials: C(CCl)Cl (EDC), CC=1OC(=C(N1)C(=O)O)C (2,5-dimethyl-oxazole-4-carboxylic acid), COC([C@H](CC1=CC=C(C=C1)C1=CC=C(C=C1)C#N)NC(=O)[C@H]1NCC=2C=C3C(=CC2C1)OC[C@@H](O3)C3=CC=C(C=C3)OCC3=CC(=C(C=C3)Cl)Cl)=O ((S)-3-(4′-cyano-biphenyl-4-yl)-2-({(3S,8S)-3-[4-(3,4-dichloro-benzyloxy)-phenyl]-2,3,6,7,8,9-hexahydro-[1,4]dioxino[2,3-g]isoquinoline-8-carbonyl}-amino)-propionic acid methyl ester). The solvent is C(Cl)Cl (DCM). Reaction conditions: time 40 minute. Yields the product C(#N)C1=CC=C(C=C1)C1=CC=C(C=C1)C[C@@H](C(=O)O)NC(=O)[C@H]1N(CC=2C=C3C(=CC2C1)OC[C@@H](O3)C3=CC=C(C=C3)OCC3=CC(=C(C=C3)Cl)Cl)C(=O)C=3N=C(OC3C)C ((S)-3-(4′-Cyano-biphenyl-4-yl)-2-{[(3S,8S)-3-[4-(3,4-dichloro-benzyloxy)-phenyl]-7-(2,5-dimethyl-oxazole-4-carbonyl)-2,3,6,7,8,9-hexahydro-[1,4]dioxino[2,3-g]isoquinoline-8-carbonyl]-amino}-propionic acid). As a reaction SMILES: C(Cl)CCl.[CH3:5][C:6]1[O:7][C:8]([CH3:14])=[C:9]([C:11]([OH:13])=O)[N:10]=1.C[O:16][C:17](=[O:67])[C@@H:18]([NH:34][C:35]([C@@H:37]1[CH2:46][C:45]2[CH:44]=[C:43]3[O:47][CH2:48][C@H:49]([C:51]4[CH:56]=[CH:55][C:54]([O:57][CH2:58][C:59]5[CH:64]=[CH:63][C:62]([Cl:65])=[C:61]([Cl:66])[CH:60]=5)=[CH:53][CH:52]=4)[O:50][C:42]3=[CH:41][C:40]=2[CH2:39][NH:38]1)=[O:36])[CH2:19][C:20]1[CH:25]=[CH:24][C:23]([C:26]2[CH:31]=[CH:30][C:29]([C:32]#[N:33])=[CH:28][CH:27]=2)=[CH:22][CH:21]=1>C(Cl)Cl>[C:32]([C:29]1[CH:30]=[CH:31][C:26]([C:23]2[CH:22]=[CH:21][C:20]([CH2:19][C@H:18]([NH:34][C:35]([C@@H:37]3[CH2:46][C:45]4[CH:44]=[C:43]5[O:47][CH2:48][C@H:49]([C:51]6[CH:56]=[CH:55][C:54]([O:57][CH2:58][C:59]7[CH:64]=[CH:63][C:62]([Cl:65])=[C:61]([Cl:66])[CH:60]=7)=[CH:53][CH:52]=6)[O:50][C:42]5=[CH:41][C:40]=4[CH2:39][N:38]3[C:11]([C:9]3[N:10]=[C:6]([CH3:5])[O:7][C:8]=3[CH3:14])=[O:13])=[O:36])[C:17]([OH:67])=[O:16])=[CH:25][CH:24]=2)=[CH:27][CH:28]=1)#[N:33]. Reported procedure: EDC (3 eq.) and 2,5-dimethyl-oxazole-4-carboxylic acid (6 eq.) were dissolved in DCM and stirred 40 minutes. To this solution was added (S)-3-(4′-cyano-biphenyl-4-yl)-2-({(3S,8S)-3-[4-(3,4-dichloro-benzyloxy)-phenyl]-2,3,6,7,8,9-hexahydro-[1,4]dioxino[2,3-g]isoquinoline-8-carbonyl}-amino)-propionic acid methyl ester (20 mg) and stirred for 12 hours. The reaction mixture was directly purified over silica (hexanes to 1:1 hexanes EtOAc to 1:1 hexanes EtOAc+1% MeOH to 1:1 hexanes EtOAc+2% MeOH to 1:... The reactants are Cl (hydrochloric acid), C(Cl)Cl (methylene chloride), C1(=CC=CC=C1)CC1=C(C2=CC=CC=C2C=C1)OC (2-(Phenylmethyl)-1-methoxynaphthalene), bis-(1 3-diphenylphosphino)-propane nickel (II) chloride, C1(=CC=CC=C1)[Mg]Cl (Phenylmagnesium chloride). Run in CCOCC (ether). Conditions: time 2 hour. Yields the product C1(=CC=CC=C1)C1=CC(=C(C2=CC=CC=C12)OC)CC1=CC=CC=C1 (4-Phenyl-2-(phenylmethyl)-1-methoxynaphthalene). The yield is 86.0%. RXN SMILES: [C:1]1([CH2:7][C:8]2[CH:17]=[CH:16][C:15]3[C:10](=[CH:11][CH:12]=[CH:13][CH:14]=3)[C:9]=2[O:18][CH3:19])[CH:6]=[CH:5][CH:4]=[CH:3][CH:2]=1.[C:20]1([Mg]Cl)[CH:25]=[CH:24][CH:23]=[CH:22][CH:21]=1.Cl.C(Cl)Cl>CCOCC>[C:20]1([C:16]2[C:15]3[C:10](=[CH:11][CH:12]=[CH:13][CH:14]=3)[C:9]([O:18][CH3:19])=[C:8]([CH2:7][C:1]3[CH:2]=[CH:3][CH:4]=[CH:5][CH:6]=3)[CH:17]=2)[CH:25]=[CH:24][CH:23]=[CH:22][CH:21]=1. Procedure: A solution of the compound of Example 94 Part B (5.00 g 15.3 mmole) and bis-(1 3-diphenylphosphino)-propane nickel (II) chloride (0.40 g, 0.74 mmole) in dry ether was stirred at 0°. Phenylmagnesium chloride (2.0M in ether; 9.5 mL 19.0 mmole) was added dropwise and the mixture was stirred at room temperature for 2 hours. The mixture was then poured into 1.0N hydrochloric acid, and the crude product was isolated by extraction with methylene chloride. This was chromatographed to provide the title p... Starting materials: C=O (formaldehyde), [BH3-]C#N.[Na+] (NaCNBH3), [BH3-]C#N.[Na+] (NaCNBH3), Cl.Cl.NCC(C=1N=CNC1)N1C[C@H](N(CC2=C1C=CC=C2)S(=O)(=O)C)CC2=CC=CC=C2 ((3R)-1-[2-Amino-1-(1H-imidazol-4-yl)ethyl]-2,3,4,5-tetrahydro-4-(methylsulfonyl)-3-(phenylmethyl)-1H-1,4-benzodiazepine, dihydrochloride), C(C)(=O)[O-].[Na+] (sodium acetate), C=O (formaldehyde). Run in C(C)(=O)OCC (ethyl acetate), CO (methanol), C(C)(=O)O (acetic acid). Run at time 15 minute. Yields the product Cl.Cl.CN(CC(C=1N=CNC1)N1C[C@H](N(CC2=C1C=CC=C2)S(=O)(=O)C)CC2=CC=CC=C2)C ((3R)-1-[2-(Dimethylamino)-1-(1H-imidazol-4-yl)ethyl]-2,3,4,5-tetrahydro-4-(methylsulfonyl)-3-(phenylmethyl)-1H-1,4-benzodiazepine, dihydrochloride). RXN SMILES: [ClH:1].Cl.N[CH2:4][CH:5]([N:11]1[C:17]2[CH:18]=[CH:19][CH:20]=[CH:21][C:16]=2[CH2:15][N:14]([S:22]([CH3:25])(=[O:24])=[O:23])[C@H:13]([CH2:26][C:27]2[CH:32]=[CH:31][CH:30]=[CH:29][CH:28]=2)[CH2:12]1)[C:6]1[N:7]=[CH:8][NH:9][CH:10]=1.[C:33]([O-])(=O)C.[Na+].C=O.[BH3-][C:41]#[N:42].[Na+]>CO.C(O)(=O)C.C(OCC)(=O)C>[ClH:1].[ClH:1].[CH3:33][N:42]([CH3:41])[CH2:4][CH:5]([N:11]1[C:17]2[CH:18]=[CH:19][CH:20]=[CH:21][C:16]=2[CH2:15][N:14]([S:22]([CH3:25])(=[O:23])=[O:24])[C@H:13]([CH2:26][C:27]2[CH:28]=[CH:29][CH:30]=[CH:31][CH:32]=2)[CH2:12]1)[C:6]1[N:7]=[CH:8][NH:9][CH:10]=1 |f:0.1.2,3.4,6.7,11.12.13|. Procedure: To a stirred solution of the free base of Example 258 (20 mg) in methanol (1 mL) and acetic acid (0.5 mL) with sodium acetate (100 mg), was added 30 μL of formaldehyde (37% aq. solution), followed by NaCNBH3 (15 mg). The mixture was stirred for 15 min, additional formaldehyde (30 μL) and NaCNBH3 were added and the mixture was stirred for 30 min and diluted with ethyl acetate and quenched with 3 mL of NH4OH solution. The organic layer was separated, washed with 1 N NH4OH solution and brine, dried... Reactants: C[O-], CO, [Cl-], O=C(OCc1cc(F)nc(F)c1F)c1ccccc1, [NH4+], [Na+]. The product is OCc1cc(F)nc(F)c1F. RXN SMILES: [CH3:20][O-:21].[CH3:25][OH:26].[Cl-:23].[F:1][c:2]1[n:3][c:4]([F:19])[cH:5][c:6]([CH2:9][O:10][C:11](=[O:12])[c:13]2[cH:14][cH:15][cH:16][cH:17][cH:18]2)[c:7]1[F:8].[NH4+:24].[Na+:22]>>[F:1][c:2]1[n:3][c:4]([F:19])[cH:5][c:6]([CH2:9][OH:10])[c:7]1[F:8]. Starting materials: C1(CCCC1)C=C(C1=CC=C(C=C1)S(=O)(=O)CCOCC)C1=CC=2C(=NC=C(C2)F)N1 (2-{2-cyclopentyl-1-[4-(2-ethoxy-ethanesulfonyl)-phenyl]-vinyl}-5-fluoro-1H-pyrrolo[2,3-b]pyridine). The reagents and catalysts are [Pd] (palladium on activated carbon). Run in CO (methanol). Conditions: temperature 50 celsius. Product: C1(CCCC1)CC(C1=CC=C(C=C1)S(=O)(=O)CCOCC)C1=CC=2C(=NC=C(C2)F)N1 (2-{2-cyclopentyl-1-[4-(2-ethoxy-ethanesulfonyl)-phenyl]-ethyl}-5-fluoro-1H-pyrrolo[2,3-b]pyridine). Yield: 92.6%. RXN SMILES: [CH:1]1([CH:6]=[C:7]([C:22]2[NH:31][C:25]3=[N:26][CH:27]=[C:28]([F:30])[CH:29]=[C:24]3[CH:23]=2)[C:8]2[CH:13]=[CH:12][C:11]([S:14]([CH2:17][CH2:18][O:19][CH2:20][CH3:21])(=[O:16])=[O:15])=[CH:10][CH:9]=2)[CH2:5][CH2:4][CH2:3][CH2:2]1>[Pd].CO>[CH:1]1([CH2:6][CH:7]([C:22]2[NH:31][C:25]3=[N:26][CH:27]=[C:28]([F:30])[CH:29]=[C:24]3[CH:23]=2)[C:8]2[CH:13]=[CH:12][C:11]([S:14]([CH2:17][CH2:18][O:19][CH2:20][CH3:21])(=[O:16])=[O:15])=[CH:10][CH:9]=2)[CH2:5][CH2:4][CH2:3][CH2:2]1. Procedure details: A mixture of 2-{2-cyclopentyl-1-[4-(2-ethoxy-ethanesulfonyl)-phenyl]-vinyl}-5-fluoro-1H-pyrrolo[2,3-b]pyridine (300 mg, 0.68 mmol) and 10% palladium on activated carbon (90 mg) in methanol (250 mL) was heated at 50° C. under hydrogen (50 psi) for 5 h. The mixture was cooled to 25° C., the solids filtered off, washed with ethyl acetate and concentrated in vacuo. Purification by flash silica gel chromatography (silica gel from QingDao, 200-300 mesh, glass column from Shanghai SD company, 50% dichl... Reactants: C(C)(=O)O[C@H]1[C@@H](O[C@@H]([C@H]([C@@H]1OC(C)=O)OC(C)=O)COC(C)=O)OC1=CC=CC=2SC=C(C21)CCC2=CC=CC=C2 (4-(2,3,4,6-tetra-O-acetyl-β-D-glucopyranosyloxy)-3-(2-phenylethyl)benzo[b]thiophene), C[O-].[Na+] (sodium methoxide). Solvent: CO (methanol). Reaction conditions: time 30 minute. Product: [C@@H]1([C@H](O)[C@@H](O)[C@H](O)[C@H](O1)CO)OC1=CC=CC=2SC=C(C21)CCC2=CC=CC=C2 (4-(β-D-Glucopyranosyloxy)-3-(2-phenylethyl)benzo[b]-thiophene). Isolated yield 78.6%. RXN SMILES: C([O:4][C@@H:5]1[C@@H:10]([O:11]C(=O)C)[C@H:9]([O:15]C(=O)C)[C@@H:8]([CH2:19][O:20]C(=O)C)[O:7][C@H:6]1[O:24][C:25]1[C:33]2[C:32]([CH2:34][CH2:35][C:36]3[CH:41]=[CH:40][CH:39]=[CH:38][CH:37]=3)=[CH:31][S:30][C:29]=2[CH:28]=[CH:27][CH:26]=1)(=O)C.C[O-].[Na+]>CO>[C@@H:6]1([O:24][C:25]2[C:33]3[C:32]([CH2:34][CH2:35][C:36]4[CH:41]=[CH:40][CH:39]=[CH:38][CH:37]=4)=[CH:31][S:30][C:29]=3[CH:28]=[CH:27][CH:26]=2)[O:7][C@H:8]([CH2:19][OH:20])[C@@H:9]([OH:15])[C@H:10]([OH:11])[C@H:5]1[OH:4] |f:1.2|. Procedure details: To a suspension of 4-(2,3,4,6-tetra-O-acetyl-β-D-glucopyranosyloxy)-3-(2-phenylethyl)benzo[b]thiophene (75 mg) in methanol (3 mL) was added sodium methoxide (28% methanol solution, 0.025 mL), and the mixture was stirred at room temperature for 30 minutes. The reaction mixture was concentrated under reduced pressure, and the residue was purified by column chromatography on silica gel (eluent: dichloromethane/methanol=10/1) to give the title compound (42 mg).